Dataset: the Open Reaction Database (ORD), a public repository of structured organic reaction records. Task: describe an organic reaction: reactants, conditions, products, and yield The reactants are OC1CCC1, N#Cc1ccncc1Cl, [H-], [Na+], CN(C)C=O, O. Product: N#Cc1ccncc1OC1CCC1. Reaction SMILES: [CH:8]1([OH:12])[CH2:9][CH2:10][CH2:11]1.[Cl:13][c:14]1[cH:15][n:16][cH:17][cH:18][c:19]1[C:20]#[N:21].[H-:2].[Na+:1].[O:3]=[CH:4][N:5]([CH3:6])[CH3:7].[OH2:22]>>[CH:8]1([O:12][c:14]2[cH:15][n:16][cH:17][cH:18][c:19]2[C:20]#[N:21])[CH2:9][CH2:10][CH2:11]1. Reactants: C#C (acetylene), CC(=O)C (acetone), CC(=O)C (acetone), crude product, CC(=O)C (acetone). Yields the product CC(C)CCCC(C)CCCC(C)CCCCC(C)CCCC(C)CCCC(C)C (squalane). Reaction SMILES: [CH:1]#[CH:2].[CH3:3][C:4]([CH3:6])=O>>[CH3:3][CH:4]([CH2:6][CH2:1][CH2:2][CH:4]([CH2:6][CH2:1][CH2:2][CH:4]([CH2:6][CH2:1][CH2:2][CH2:3][CH:4]([CH2:6][CH2:1][CH2:2][CH:4]([CH2:6][CH2:1][CH2:2][CH:4]([CH3:6])[CH3:3])[CH3:3])[CH3:2])[CH3:3])[CH3:3])[CH3:1]. Procedure: Ethynylation of 194 g of citronelliodene acetone was carried out with acetylene in the same manner as in example 20 except that citronellidene acetone was used in place of pseudoionone and 278 g of a crude product was thus obtained. This product was subjected to oxydative-coupling, hydrogenation and hydrogenolysis in sequence in the same manner as in example 20 and squalane was thus obtained in a yield of 36.3 % from citronellidene acetone to squalane. Reactants: C1C(CC(CC12CCCCC2)=O)=O (spiro[5,5]undecane-2,4-dione), BrBr (bromine). Run in CC(=O)O (AcOH). Yields the product BrC1C(CC2(CC1=O)CCCCC2)=O (3-Bromospiro[5,5]undecane-2,4-dione). Reaction SMILES: [CH2:1]1[C:6]2([CH2:11][CH2:10][CH2:9][CH2:8][CH2:7]2)[CH2:5][C:4](=[O:12])[CH2:3][C:2]1=[O:13].[Br:14]Br>CC(O)=O>[Br:14][CH:3]1[C:2](=[O:13])[CH2:1][C:6]2([CH2:11][CH2:10][CH2:9][CH2:8][CH2:7]2)[CH2:5][C:4]1=[O:12]. Reported procedure: To a stirred solution of spiro[5,5]undecane-2,4-dione (1.29 g, 5 mmol) in AcOH (10 mL) at r.t. was added bromine (0.8 g, 0.25 ml, 5 mmol) dropwise. The reaction was carried out according to Method A to give the title compound in quantitative yield as a light brown solid which was used without further purification. LCMS (ES+) 258.9 (M+H)+. The reactants are C(=O)(O)CCC1=CC=C(C=C1)S(=O)(=O)C1=CC=C(S1)S(=O)(=O)N (5-[4-(2-carboxyethyl)phenylsulfonyl]thiophene-2-sulfonamide), C(=O)(O)CCCC1=CC=C(C=C1)S(=O)(=O)C1=CC=C(S1)S(=O)(=O)N (5-[4-(3-carboxypropyl)phenylsulfonyl]thiophene-2-sulfonamide). Product: C(=O)(O)CC1=CC=C(C=C1)S(=O)(=O)C1=CC=C(S1)S(=O)(=O)N (5-(4-carboxymethylphenylsulfonyl)thiophene-2-sulfonamide). RXN SMILES: C(CC[C:6]1[CH:11]=[CH:10][C:9]([S:12]([C:15]2[S:19][C:18]([S:20]([NH2:23])(=[O:22])=[O:21])=[CH:17][CH:16]=2)(=[O:14])=[O:13])=[CH:8][CH:7]=1)(O)=O.[C:24]([CH2:27]CCC1C=CC(S(C2SC(S(N)(=O)=O)=CC=2)(=O)=O)=CC=1)([OH:26])=[O:25]>>[C:24]([CH2:27][C:6]1[CH:11]=[CH:10][C:9]([S:12]([C:15]2[S:19][C:18]([S:20]([NH2:23])(=[O:22])=[O:21])=[CH:17][CH:16]=2)(=[O:13])=[O:14])=[CH:8][CH:7]=1)([OH:26])=[O:25]. Procedure details: In a similar manner 5-[4-(2-carboxyethyl)phenylsulfonyl]thiophene-2-sulfonamide (m.p. 195°-197° C.) and 5-[4-(3-carboxypropyl)phenylsulfonyl]thiophene-2-sulfonamide (m.p. 124°-126° C.) were synthesized.